From a dataset of the Open Reaction Database (ORD), a public repository of structured organic reaction records. describe an organic reaction: reactants, conditions, products, and yield The reactants are CC(=O)O[BH-](OC(C)=O)OC(C)=O, C=O, CC(=O)O, COC(=O)c1ccc(N)cc1F, ClCCCl, [Na+]. The product is CNc1ccc(C(=O)OC)c(F)c1. As a reaction SMILES: [C:19]([O:20][BH-:21]([O:22][C:23](=[O:24])[CH3:25])[O:26][C:27](=[O:28])[CH3:29])(=[O:30])[CH3:31].[CH2:1]=[O:2].[CH3:15][C:16](=[O:17])[OH:18].[CH3:3][O:4][C:5]([c:6]1[c:7]([F:13])[cH:8][c:9]([NH2:12])[cH:10][cH:11]1)=[O:14].[Cl:33][CH2:34][CH2:35][Cl:36].[Na+:32]>>[CH3:3][O:4][C:5]([c:6]1[c:7]([F:13])[cH:8][c:9]([NH:12][CH3:15])[cH:10][cH:11]1)=[O:14]. Reactants: ClC1=NC(=CC=C1NC(C1=C(C=CC=C1)O)=O)C(F)(F)F (N-(2-chloro-6-(trifluoromethyl)pyridin-3-yl)-2-hydroxybenzamide), C[O-].[Na+] (sodium methoxide). The solvent is O (water). Conditions: temperature 220 celsius, time 3 hour. The product is FC(C=1C=CC2=C(OC3=C(C(N2)=O)C=CC=C3)N1)(F)F (2-(trifluoromethyl)benzo[f]pyrido[2,3-b][1,4]oxazepin-6(5H)-one). The yield is 55.0%. RXN SMILES: Cl[C:2]1[C:7]([NH:8][C:9](=[O:17])[C:10]2[CH:15]=[CH:14][CH:13]=[CH:12][C:11]=2[OH:16])=[CH:6][CH:5]=[C:4]([C:18]([F:21])([F:20])[F:19])[N:3]=1.C[O-].[Na+]>O>[F:19][C:18]([F:21])([F:20])[C:4]1[CH:5]=[CH:6][C:7]2[NH:8][C:9](=[O:17])[C:10]3[CH:15]=[CH:14][CH:13]=[CH:12][C:11]=3[O:16][C:2]=2[N:3]=1 |f:1.2|. Procedure: To a stirring solution of title compound 73 (0.76 g, 2.4 mmol) in tetraglyne (10 mL) was added sodium methoxide (0.220 g, 4.08 mmol) and the reaction mixture was stirred at 220° C. for 3 h. The reaction mixture was cooled to room temperature diluted with water (25 mL), stirred for 20 min then filtered to give a light brown solid which was purified by flash chromatography (0% to 60% ethyl acetate in hexanes) to afford title compound 74 (0.37 g, 55%). LRMS (ESI): (calc) 280.05. (found) 281.3 (MH)+... Starting materials: Cc1cc(-c2cccc(C(=O)CC(=O)Nc3cc(-c4ccccc4F)c(OCC(F)(F)F)cc3NC(=O)OC(C)(C)C)c2)on1, ClCCl, O=C(O)C(F)(F)F. Yields the product Cc1cc(-c2cccc(C3=Nc4cc(OCC(F)(F)F)c(-c5ccccc5F)cc4NC(=O)C3)c2)on1. As a reaction SMILES: [C:1]([O:2][C:3](=[O:4])[NH:7][c:8]1[cH:9][c:10]([O:39][CH2:40][C:41]([F:42])([F:43])[F:44])[c:11](-[c:32]2[c:33]([F:38])[cH:34][cH:35][cH:36][cH:37]2)[cH:12][c:13]1[NH:14][C:15]([CH2:16][C:17](=[O:5])[c:19]1[cH:20][c:21](-[c:25]2[cH:26][c:27]([CH3:30])[n:28][o:29]2)[cH:22][cH:23][cH:24]1)=[O:31])([CH3:6])([CH3:18])[CH3:45].[Cl:53][CH2:54][Cl:55].[F:46][C:47]([F:48])([F:49])[C:50]([OH:51])=[O:52]>>[N:7]1=[C:17]([c:19]2[cH:20][c:21](-[c:25]3[cH:26][c:27]([CH3:30])[n:28][o:29]3)[cH:22][cH:23][cH:24]2)[CH2:16][C:15](=[O:31])[NH:14][c:13]2[c:8]1[cH:9][c:10]([O:39][CH2:40][C:41]([F:42])([F:43])[F:44])[c:11](-[c:32]1[c:33]([F:38])[cH:34][cH:35][cH:36][cH:37]1)[cH:12]2.